This data is from the Open Reaction Database (ORD), a public repository of structured organic reaction records. The task is: describe an organic reaction: reactants, conditions, products, and yield Reactants: CCOC(C)=O, CC(C)NC(C)C, C#Cc1cc(Cl)c(Nc2ncnc3cc(OCCCN4CCOCC4)c(OC)cc23)c2c1OCO2, [Cu]I, Cc1ccc(S(=O)(=O)n2nccc2I)cc1. The product is COc1cc2c(Nc3c(Cl)cc(C#Cc4ccnn4S(=O)(=O)c4ccc(C)cc4)c4c3OCO4)ncnc2cc1OCCCN1CCOCC1. Reaction SMILES: [CH3:59][CH2:60][O:61][C:62](=[O:63])[CH3:64].[CH:52]([NH:53][CH:54]([CH3:55])[CH3:56])([CH3:57])[CH3:58].[Cl:1][c:2]1[c:3]([NH:13][c:14]2[n:15][cH:16][n:17][c:18]3[cH:19][c:20]([O:26][CH2:27][CH2:28][CH2:29][N:30]4[CH2:31][CH2:32][O:33][CH2:34][CH2:35]4)[c:21]([O:24][CH3:25])[cH:22][c:23]23)[c:4]2[c:5]([c:9]([C:11]#[CH:12])[cH:10]1)[O:6][CH2:7][O:8]2.[Cu:65][I:66].[I:36][c:37]1[cH:38][cH:39][n:40][n:41]1[S:42](=[O:43])(=[O:44])[c:45]1[cH:46][cH:47][c:48]([CH3:51])[cH:49][cH:50]1>>[Cl:1][c:2]1[c:3]([NH:13][c:14]2[n:15][cH:16][n:17][c:18]3[cH:19][c:20]([O:26][CH2:27][CH2:28][CH2:29][N:30]4[CH2:31][CH2:32][O:33][CH2:34][CH2:35]4)[c:21]([O:24][CH3:25])[cH:22][c:23]23)[c:4]2[c:5]([c:9]([C:11]#[C:12][c:37]3[cH:38][cH:39][n:40][n:41]3[S:42](=[O:43])(=[O:44])[c:45]3[cH:46][cH:47][c:48]([CH3:51])[cH:49][cH:50]3)[cH:10]1)[O:6][CH2:7][O:8]2. Reactants: 4-Cyanodiphenylamine, NC1=CC=CC=C1 (Aniline), PTFE, C(#N)C1=CC=C(C=C1)C1=C(S(=O)(=O)[O-])C=CC(=C1)C (4-Cyanophenyltosylate), C(C)(C)(C)C1=C([O-])C(=CC(=C1)C(C)(C)C)C(C)(C)C.[Na+] (sodium 2,4,6-tri-t-butylphenoxide). The reagents and catalysts are CC(C)(C)P([C]1[CH][CH][CH][CH]1)C(C)(C)C.CC(C)(C)P([C]1[CH][CH][CH][CH]1)C(C)(C)C.[Fe] (DBtPF), C=1C=CC(=CC1)/C=C/C(=O)/C=C/C2=CC=CC=C2.C=1C=CC(=CC1)/C=C/C(=O)/C=C/C2=CC=CC=C2.[Pd] (Pd(DBA)2). Run in C1(=CC=CC=C1)C (toluene). Reaction conditions: temperature 110 celsius. Yields the product O([Na])S(=O)(=O)C1=CC=C(C)C=C1 (NaOTs). Isolated yield 82.0%. RXN SMILES: C(C1C=CC([C:9]2[CH:18]=[C:17]([CH3:19])[CH:16]=[CH:15][C:10]=2[S:11]([O-:14])(=[O:13])=[O:12])=CC=1)#N.C(C1C=C(C(C)(C)C)C=C(C(C)(C)C)C=1[O-])(C)(C)C.[Na+:39].NC1C=CC=CC=1>C1(C)C=CC=CC=1.C1C=CC(/C=C/C(/C=C/C2C=CC=CC=2)=O)=CC=1.C1C=CC(/C=C/C(/C=C/C2C=CC=CC=2)=O)=CC=1.[Pd].CC(P(C(C)(C)C)[C]1[CH][CH][CH][CH]1)(C)C.CC(P(C(C)(C)C)[C]1[CH][CH][CH][CH]1)(C)C.[Fe]>[O:14]([S:11]([C:10]1[CH:15]=[CH:16][C:17]([CH3:19])=[CH:18][CH:9]=1)(=[O:13])=[O:12])[Na:39] |f:1.2,5.6.7,8.9.10,^1:97,98,99,100,101,111,112,113,114,115|. Procedure details: 4-Cyanodiphenylamine (Takeuchi, H.; Takano, K. J. Chem. Soc. Perkin Trans. 1 1986, 611-618. 4-Cyanophenyltosylate (271 mg, 1.02 mmol), Pd(DBA)2 (11.7 mg, 0.02 mmol), DBtPF (14.5 mg, 0.03 mmol) and sodium 2,4,6-tri-t-butylphenoxide (346 mg, 1.22 mmol) were suspended in 2 mL of toluene in a screw-capped vial. The vial was sealed with a cap containing a PTFE septum and removed from the dry box. Aniline (102 μL, 1.12 mmol) was added to the reaction mixture by syringe. The vial was heated in a 110° C... Starting materials: CC(=O)N1CCc2c(N)cccc2C1, CC(C)O, ClCCl, O=S(=O)(Cl)c1ccccc1, c1ccncc1. Yields the product CC(=O)N1CCc2c(cccc2NS(=O)(=O)c2ccccc2)C1. RXN SMILES: [C:1]([CH3:2])(=[O:3])[N:4]1[CH2:5][c:6]2[cH:7][cH:8][cH:9][c:10]([NH2:14])[c:11]2[CH2:12][CH2:13]1.[CH3:34][CH:35]([OH:36])[CH3:37].[Cl:21][CH2:22][Cl:23].[c:24]1([S:30](=[O:31])(=[O:32])[Cl:33])[cH:25][cH:26][cH:27][cH:28][cH:29]1.[cH:15]1[cH:16][cH:17][n:18][cH:19][cH:20]1>>[C:1]([CH3:2])(=[O:3])[N:4]1[CH2:5][c:6]2[cH:7][cH:8][cH:9][c:10]([NH:14][S:30]([c:24]3[cH:25][cH:26][cH:27][cH:28][cH:29]3)(=[O:31])=[O:32])[c:11]2[CH2:12][CH2:13]1. Reactants: Cl.NC1=C(C=C(C=C1)OC)C1=CC=CC=C1 (2-Amino-5-methoxybiphenyl hydrochloride), C(#N)N1CCCCC1 (N-cyanopiperidine). Run in C1=C(C=CC=C1O)C (m-cresol). Yields the product COC=1C=CC(=C(C1)C1=CC=CC=C1)NC(=N)N1CCCCC1 (N-(5-methoxy-2-biphenylyl)piperidine-1-carboxamidine). Reaction SMILES: Cl.[NH2:2][C:3]1[CH:8]=[CH:7][C:6]([O:9][CH3:10])=[CH:5][C:4]=1[C:11]1[CH:16]=[CH:15][CH:14]=[CH:13][CH:12]=1.[C:17]([N:19]1[CH2:24][CH2:23][CH2:22][CH2:21][CH2:20]1)#[N:18]>C1C(O)=CC=CC=1C>[CH3:10][O:9][C:6]1[CH:7]=[CH:8][C:3]([NH:2][C:17]([N:19]2[CH2:24][CH2:23][CH2:22][CH2:21][CH2:20]2)=[NH:18])=[C:4]([C:11]2[CH:12]=[CH:13][CH:14]=[CH:15][CH:16]=2)[CH:5]=1 |f:0.1|. Procedure: 2-Amino-5-methoxybiphenyl hydrochloride (0.9 g) was heated with N-cyanopiperidine (0.45 g) in m-cresol (1 ml) at 140° C. for 8 hours to give N-(5-methoxy-2-biphenylyl)piperidine-1-carboxamidine which was crystallised from a 1:9 mixture of ethylacetate and hexane to furnish N-(5-methoxy-2-biphenylyl)piperidine-1-carboxamidine as a pale brown crystals (m.p. 155° C.). Reactants: Nc1ccnc(Br)c1, CC(=O)[O-], CC(=O)[O-], CCCC[Sn](C=Cc1ccccc1)(CCCC)CCCC, CN(C)C=O, [Pd+2], c1ccc(P(c2ccccc2)c2ccccc2)cc1. The product is Nc1ccnc(C=Cc2ccccc2)c1. RXN SMILES: [Br:20][c:21]1[n:22][cH:23][cH:24][c:25]([NH2:27])[cH:26]1.[C:54]([O-:55])(=[O:56])[CH3:57].[C:59]([O-:60])(=[O:61])[CH3:62].[CH2:28]([Sn:29]([CH2:30][CH2:31][CH2:32][CH3:41])([CH:33]=[CH:34][c:35]1[cH:36][cH:37][cH:38][cH:39][cH:40]1)[CH2:42][CH2:43][CH2:44][CH3:45])[CH2:46][CH2:47][CH3:48].[O:49]=[CH:50][N:51]([CH3:52])[CH3:53].[Pd+2:58].[c:1]1([P:2]([c:3]2[cH:4][cH:5][cH:6][cH:7][cH:8]2)[c:9]2[cH:10][cH:11][cH:12][cH:13][cH:14]2)[cH:15][cH:16][cH:17][cH:18][cH:19]1>>[c:21]1([CH:33]=[CH:34][c:35]2[cH:36][cH:37][cH:38][cH:39][cH:40]2)[n:22][cH:23][cH:24][c:25]([NH2:27])[cH:26]1. Reaction SMILES: [ClH:12].[Cu:13].[K+:2].[NH2:3][c:4]1[n:5][cH:6][c:7]([Cl:11])[cH:8][c:9]1[Br:10].[OH-:1].[OH2:14]>>[OH:1][c:9]1[c:4]([NH2:3])[n:5][cH:6][c:7]([Cl:11])[cH:8]1. Yields the product Nc1ncc(Cl)cc1O. Reactants: Cl, [Cu], [K+], Nc1ncc(Cl)cc1Br, [OH-], O. Starting materials: C(Cl)Cl (methylene chloride), O (water), C(C1=CC=CC=C1)OC1=CC=C(OC=2N=[N+](C3=C(N2)C=CC=C3)[O-])C=C1 (3-(4-benzyloxyphenoxy)-1,2,4-benzotriazine-1-oxide), C(Cl)Cl (methylene chloride), C(Cl)Cl (methylene chloride). Run at time 40 minute. Product: OC1=CC=C(OC=2N=[N+](C3=C(N2)C=CC(=C3)Cl)[O-])C=C1 (3-(4-Hydroxyphenoxy)-7-chloro-1,2,4-benzotriazine-1-oxide). RXN SMILES: C([O:8][C:9]1[CH:26]=[CH:25][C:12]([O:13][C:14]2[N:15]=[N+:16]([O-:24])[C:17]3[CH:23]=[CH:22][CH:21]=[CH:20][C:18]=3[N:19]=2)=[CH:11][CH:10]=1)C1C=CC=CC=1.O.C(Cl)[Cl:29]>>[OH:8][C:9]1[CH:26]=[CH:25][C:12]([O:13][C:14]2[N:15]=[N+:16]([O-:24])[C:17]3[CH:23]=[C:22]([Cl:29])[CH:21]=[CH:20][C:18]=3[N:19]=2)=[CH:11][CH:10]=1. Procedure details: A solution of 0.05 mole borontribromide in 100 cc methylene chloride is added, dropwise, to a well stirred cold (-62°) solution of 3-(4-benzyloxyphenoxy)-1,2,4-benzotriazine-1-oxide (0.05 mole) in 400 cc methylene chloride. When the addition is complete, the temperature of the reaction is allowed to rise slowly to room temperature. The reaction mixture is then poured into 1 liter of water and an additional 500 cc of methylene chloride is added. The mixture is stirred vigorously for 40 minutes an...